Dataset: the Open Reaction Database (ORD), a public repository of structured organic reaction records. Task: describe an organic reaction: reactants, conditions, products, and yield Starting materials: CC(=O)[O-], CC(=O)[O-], CC(=CCCl)c1cccc([N+](=O)[O-])c1, ClCCl, CCOC(=O)C=[N+]=[N-], [Rh+2]. Product: CCOC(=O)C1C(CCl)C1(C)c1cccc([N+](=O)[O-])c1. As a reaction SMILES: [C:26]([O-:27])(=[O:28])[CH3:29].[C:31]([O-:32])(=[O:33])[CH3:34].[Cl:1][CH2:2][CH:3]=[C:4]([CH3:5])[c:6]1[cH:7][c:8]([N+:12](=[O:13])[O-:14])[cH:9][cH:10][cH:11]1.[Cl:23][CH2:24][Cl:25].[N+:15](=[N-:16])=[CH:17][C:18](=[O:19])[O:20][CH2:21][CH3:22].[Rh+2:30]>>[Cl:1][CH2:2][CH:3]1[C:4]([CH3:5])([c:6]2[cH:7][c:8]([N+:12](=[O:13])[O-:14])[cH:9][cH:10][cH:11]2)[CH:17]1[C:18](=[O:19])[O:20][CH2:21][CH3:22]. Starting materials: Cl (HCl), C(C)(=O)C1=NC=CN=C1 (2-acetylpyrazine), C(C)(=O)[O-].[NH4+] (ammonium acetate), C(#N)[BH3-].[Na+] (sodium cyanoborohydride). Run in CO (methanol). Run at time 1 day. Product: N1=C(C=NC=C1)C(C)N (1-(Pyrazin-2-yl)ethylamine). The yield is 50.5%. Reaction SMILES: [C:1]([C:4]1[CH:9]=[N:8][CH:7]=[CH:6][N:5]=1)(=O)[CH3:2].C([O-])(=O)C.[NH4+].C([BH3-])#[N:16].[Na+].Cl>CO>[N:5]1[CH:6]=[CH:7][N:8]=[CH:9][C:4]=1[CH:1]([NH2:16])[CH3:2] |f:1.2,3.4|. Procedure: To a solution of 2-acetylpyrazine (206.7 mg, 1.7 mmol) and ammonium acetate (1.3 g, 17 mmol) in methanol (5.0 mL) was added sodium cyanoborohydride (75 mg, 1.19 mmol) followed by 3 Å molecular sieves (0.85 g). The reaction mixture was stirred for 1 day at room temperature. It was acidified to pH 2 with concentrated HCl then filtered, and the solid was washed with methanol and H2O. The filtrate was concentrated in vacuo. The residue was dissolved in water and was made basic (pH 10-12) with 5N NaO... Reactants: FC1=C2CC(NC2=CC=C1)C ((+)-4-fluoro-2-methyl-2,3-dihydro-1H-indole), Cl.CN(CCCN=C=NCC)C (N-[3-(dimethylamino)propyl]-N′-ethylcarbodiimide hydrochloride), N1=CC=CC=C1 (pyridine), CN1C(=NC(=CC1=O)N1CCOCC1)CC(=O)[O-].[Na+] (sodium [1-methyl-4-(morpholin-4-yl)-6-oxo-1,6-dihydropyrimidin-2-yl]acetate). Solvent: C(C)(=O)OCC (ethyl acetate), O (water), CN(C=O)C (N,N-dimethylformamide). Run at time 15 minute. Product: FC1=C2CC(N(C2=CC=C1)C(CC1=NC(=CC(N1C)=O)N1CCOCC1)=O)C ((−)-2-{2-[4-fluoro-2-methyl-2,3-dihydro-1H-indol-1-yl]-2-oxoethyl}-3-methyl-6-(morpholin-4-yl)pyrimidin-4(3H)-one). The yield is 29.2%. As a reaction SMILES: Cl.CN(C)CCCN=C=NCC.N1C=CC=CC=1.[CH3:19][N:20]1[C:25](=[O:26])[CH:24]=[C:23]([N:27]2[CH2:32][CH2:31][O:30][CH2:29][CH2:28]2)[N:22]=[C:21]1[CH2:33][C:34]([O-:36])=O.[Na+].[F:38][C:39]1[CH:47]=[CH:46][CH:45]=[C:44]2[C:40]=1[CH2:41][CH:42]([CH3:48])[NH:43]2>CN(C)C=O.C(OCC)(=O)C.O>[F:38][C:39]1[CH:47]=[CH:46][CH:45]=[C:44]2[C:40]=1[CH2:41][CH:42]([CH3:48])[N:43]2[C:34](=[O:36])[CH2:33][C:21]1[N:20]([CH3:19])[C:25](=[O:26])[CH:24]=[C:23]([N:27]2[CH2:28][CH2:29][O:30][CH2:31][CH2:32]2)[N:22]=1 |f:0.1,3.4|. Procedure: 0.19 g of N-[3-(dimethylamino)propyl]-N′-ethylcarbodiimide hydrochloride and 120 μl of pyridine are added to a solution of 0.22 g of sodium [1-methyl-4-(morpholin-4-yl)-6-oxo-1,6-dihydropyrimidin-2-yl]acetate (prepared in step 2c of example 4c) in 3 ml of N,N-dimethylformamide. The resulting suspension is stirred at ambient temperature for 15 minutes and then 0.11 g of (+)-4-fluoro-2-methyl-2,3-dihydro-1H-indole [reference example 8c, step 6c] is rapidly added. The reaction mixture is stirred at... Starting materials: S(=O)(=O)(O)[O-].C1(=CC=CC=2C(C3=CC=CC=C3C(C12)=O)=O)[N+]#N (anthraquinonediazonium hydrogensulfate), [N-]=[N+]=[N-].[Na+] (NaN3), 3,5-dibromo-6H-anthra[1,9-cd]isoxazol-6-one (1)—Sodium nitrite, OS(=O)(=O)O (H2SO4), NC1=C(C=C(C=2C(C3=CC=CC=C3C(C12)=O)=O)Br)Br (1-amino-2,4-dibromoanthraquinone). Solvent: O (water). Conditions: temperature 70 celsius, time 30 minute. The product is BrC1=CC(=C2C(C3=CC=CC=C3C3=C2C1=NO3)=O)Br (3,5-dibromo-6H-anthra[1,9-cd]isoxazol-6-one). Yield: 76.1%. Reaction SMILES: OS(O)(=O)=O.[NH2:6][C:7]1[C:20]2[C:19](=[O:21])[C:18]3[C:13](=[CH:14][CH:15]=[CH:16][CH:17]=3)[C:12](=[O:22])[C:11]=2[C:10]([Br:23])=[CH:9][C:8]=1[Br:24].S([O-])(O)(=O)=O.C1([N+]#N)C2C(=O)C3C(=CC=CC=3)C(=O)C=2C=CC=1.[N-]=[N+]=[N-].[Na+]>O>[Br:24][C:8]1[C:7]2=[N:6][O:21][C:19]3=[C:20]2[C:11]([C:12](=[O:22])[C:13]2[C:18]3=[CH:17][CH:16]=[CH:15][CH:14]=2)=[C:10]([Br:23])[CH:9]=1 |f:2.3,4.5|. Procedure details: 3,5-dibromo-6H-anthra[1,9-cd]isoxazol-6-one (1)—Sodium nitrite (993 mg, 14.4 mmol) was added with stirring to conc. H2SO4 (25 mL) at 30-40° C. over 10 min then stirred for an additional 30 min. Next 1-amino-2,4-dibromoanthraquinone (5.0 g, 13.1 mmol) was added over 15 min and the mixture was stirred overnight (16 h) at 50-55° C. The heated solution was poured directly over ice and the resulting yellow precipitate was filtered, washed with cold water, and a 1:1 mixture of ethanol-ether. The moist... Reactants: CN1[C@H](CCC1)COC=1C=C(C=CC1C(F)(F)F)NC(C)=O ((R)-N-[3-(1-methyl-pyrrolidin-2-ylmethoxy)-4-trifluoromethyl-phenyl]-acetamide), Cl (HCl). Solvent: CCO (EtOH). Run at temperature 70 celsius, time 2 hour. Product: CN1[C@H](CCC1)COC=1C=C(C=CC1C(F)(F)F)N ((R)-3-(1-Methyl-pyrrolidin-2-ylmethoxy)-4-trifluoromethyl-phenylamine). As a reaction SMILES: [CH3:1][N:2]1[CH2:6][CH2:5][CH2:4][C@@H:3]1[CH2:7][O:8][C:9]1[CH:10]=[C:11]([NH:19]C(=O)C)[CH:12]=[CH:13][C:14]=1[C:15]([F:18])([F:17])[F:16].Cl>CCO>[CH3:1][N:2]1[CH2:6][CH2:5][CH2:4][C@@H:3]1[CH2:7][O:8][C:9]1[CH:10]=[C:11]([NH2:19])[CH:12]=[CH:13][C:14]=1[C:15]([F:16])([F:17])[F:18]. Procedure: A solution of (R)-N-[3-(1-methyl-pyrrolidin-2-ylmethoxy)-4-trifluoromethyl-phenyl]-acetamide (0.49 g, 1.56 mmol) in 18 mL EtOH was added 11 mL concentrated HCl. The reaction was heated, in a sealed tube, at 70° C. for 6 h, then at 100° C. for 2 h. The reaction was cooled, concentrated to aqueous, basified with 6 N NaOH, and extracted 4 times with CH2Cl2. The combined organic layers were dried over Na2SO4, filtered, and concentrated in vacuo to yield the title compound as a tan solid. The reactants are C(C)(C)(C)OC(=O)N[C@@H]1CC[C@@H](NC1)CC(=O)OCC (Ethyl {cis-5-[(tert-butoxycarbonyl)amino]piperidin-2-yl}acetate), C(C)(C)N(C(C)C)CC (N,N-diisopropylethylamine), C(C1=CC=CC=C1)Br (benzyl bromide). Run in C(C)#N (acetonitrile). Reaction conditions: time 28 hour. The product is C(C1=CC=CC=C1)N1[C@H](CC[C@H](C1)NC(=O)OC(C)(C)C)CC(=O)OCC (Ethyl {cis-1-benzyl-5-[(tert-butoxycarbonyl)amino]piperidin-2-yl}acetate). The yield is 82.5%. RXN SMILES: [C:1]([O:5][C:6]([NH:8][C@H:9]1[CH2:14][NH:13][C@@H:12]([CH2:15][C:16]([O:18][CH2:19][CH3:20])=[O:17])[CH2:11][CH2:10]1)=[O:7])([CH3:4])([CH3:3])[CH3:2].C(N(CC)C(C)C)(C)C.[CH2:30](Br)[C:31]1[CH:36]=[CH:35][CH:34]=[CH:33][CH:32]=1>C(#N)C>[CH2:30]([N:13]1[CH2:14][C@H:9]([NH:8][C:6]([O:5][C:1]([CH3:4])([CH3:3])[CH3:2])=[O:7])[CH2:10][CH2:11][C@@H:12]1[CH2:15][C:16]([O:18][CH2:19][CH3:20])=[O:17])[C:31]1[CH:36]=[CH:35][CH:34]=[CH:33][CH:32]=1. Procedure details: To a stirred solution of ethyl {cis-5-[(tert-butoxycarbonyl)amino]piperidin-2-yl}acetate (2.25 g, 7.86 mmol, step 5 of Example 1), N,N-diisopropylethylamine (1.12 g, 8.64 mmol) in acetonitrile (45 mL) was added benzyl bromide (1.48 g, 8.64 mmol) at room temperature. After stirring at room temperature for 28 h, the mixture was concentrated under reduced pressure. The resulting residue was dissolved in ethyl acetate (250 mL). The organic solution was washed with water (100 mL×3), brine (50 mL), dr...